From a dataset of the Open Reaction Database (ORD), a public repository of structured organic reaction records. describe an organic reaction: reactants, conditions, products, and yield Reactants: Cc1c(Br)c[nH]c(=O)c1[N+](=O)[O-], COc1ccc(CCl)cc1, CCOC(C)=O, [H-], [Na+], CN(C)C=O. Reaction SMILES: [Br:1][c:2]1[c:3]([CH3:12])[c:4]([N+:9](=[O:10])[O-:11])[c:5](=[O:8])[nH:6][cH:7]1.[CH3:15][O:16][c:17]1[cH:18][cH:19][c:20]([CH2:21][Cl:22])[cH:23][cH:24]1.[CH3:25][CH2:26][O:27][C:28](=[O:29])[CH3:30].[H-:13].[Na+:14].[O:31]=[CH:32][N:33]([CH3:34])[CH3:35]>>[Br:1][c:2]1[c:3]([CH3:12])[c:4]([N+:9](=[O:10])[O-:11])[c:5](=[O:8])[n:6]([CH2:21][c:20]2[cH:19][cH:18][c:17]([O:16][CH3:15])[cH:24][cH:23]2)[cH:7]1. The product is COc1ccc(Cn2cc(Br)c(C)c([N+](=O)[O-])c2=O)cc1. Reactants: ice, C1(=CC=CC=C1)C1C(NNC1C1=CC=CC=C1)=O (4,5-diphenyl-3-pyrazolidinone), [H-].[Na+] (NaH), ClC=1SC2=C(N1)C=CC(=C2)Cl (2,6-Dichlorobenzothiazole), Cl (HCl). The solvent is C1(=CC=CC=C1)C (toluene). Reaction conditions: temperature 45 celsius, time 2 hour. Yields the product ClC1=CC2=C(N=C(S2)N2NC(C(C2C2=CC=CC=C2)C2=CC=CC=C2)=O)C=C1 (1-[6-Chloro-2-benzothiazolyl]-4,5-diphenyl-3-pyrazolidinone). As a reaction SMILES: [C:1]1([CH:7]2[CH:11]([C:12]3[CH:17]=[CH:16][CH:15]=[CH:14][CH:13]=3)[NH:10][NH:9][C:8]2=[O:18])[CH:6]=[CH:5][CH:4]=[CH:3][CH:2]=1.[H-].[Na+].Cl[C:22]1[S:23][C:24]2[CH:30]=[C:29]([Cl:31])[CH:28]=[CH:27][C:25]=2[N:26]=1.Cl>C1(C)C=CC=CC=1>[Cl:31][C:29]1[CH:28]=[CH:27][C:25]2[N:26]=[C:22]([N:10]3[CH:11]([C:12]4[CH:13]=[CH:14][CH:15]=[CH:16][CH:17]=4)[CH:7]([C:1]4[CH:2]=[CH:3][CH:4]=[CH:5][CH:6]=4)[C:8](=[O:18])[NH:9]3)[S:23][C:24]=2[CH:30]=1 |f:1.2|. Reported procedure: The reaction was conducted under a dry nitrogen atmosphere. A suspension of 4,5-diphenyl-3-pyrazolidinone (1.19 g, 5.00 mmol) in 35 mL toluene was treated with 0.40 g NaH (60% in mineral oil; hydride content 0.24 g, 10.0 mmol, 2.00 eq.), and the mixture stirred at 45° C. for 2 hours. 2,6-Dichlorobenzothiazole (1.02 g, 5.00 mmol, 1.00 eq.) was added and stirring continued at 80° C. for 20 hours. After cooling, the reaction mixture was poured onto 30 mL ice-cooled 0.5N HCl, extracted with EtOAc, a... Reactants: CCCCCC(C=CC1C(OC2CCCCO2)CC2C1CC1(COS(C)(=O)=O)OC21)OC1CCCCO1, [Cl-], [NH4+], [Na], C1CCOC1, c1ccc2ccccc2c1. The product is C=C1CC2C(C=CC(CCCCC)OC3CCCCO3)C(OC3CCCCO3)CC2C1O. Reaction SMILES: [CH3:1][S:2]([O:3][CH2:6][C:7]12[CH:8]([CH:9]3[CH2:10][CH:11]([O:30][CH:31]4[O:32][CH2:33][CH2:34][CH2:35][CH2:36]4)[CH:12]([CH:15]=[CH:16][CH:17]([CH2:18][CH2:19][CH2:20][CH2:21][CH3:22])[O:23][CH:24]4[O:25][CH2:26][CH2:27][CH2:28][CH2:29]4)[CH:13]3[CH2:14]1)[O:37]2)(=[O:4])=[O:5].[Cl-:49].[NH4+:50].[Na:48].[O:51]1[CH2:52][CH2:53][CH2:54][CH2:55]1.[cH:38]1[cH:39][c:40]2[c:41]([cH:42][cH:43][cH:44][cH:45]2)[cH:46][cH:47]1>>[CH2:6]=[C:7]1[CH:8]([OH:37])[CH:9]2[CH2:10][CH:11]([O:30][CH:31]3[O:32][CH2:33][CH2:34][CH2:35][CH2:36]3)[CH:12]([CH:15]=[CH:16][CH:17]([CH2:18][CH2:19][CH2:20][CH2:21][CH3:22])[O:23][CH:24]3[O:25][CH2:26][CH2:27][CH2:28][CH2:29]3)[CH:13]2[CH2:14]1. The reactants are NC1=NC(=C(C(=N1)C=1OC=CC1)C=1C=CC(NC1)=O)C=1OC=CC1 (5-[2-amino-4,6-di(2-furyl)-5-pyrimidinyl]-1,2-dihydro-2-pyridinone), ICCCO (3-iodopropanol). Product: NC1=NC(=C(C(=N1)C=1OC=CC1)C=1C=CC(N(C1)CCCO)=O)C=1OC=CC1 (5-[2-Amino-4,6-di(2-furyl)-5-pyrimidinyl]-1-(3-hydroxypropyl)-1,2-dihydro-2-pyridinone). Reaction SMILES: [NH2:1][C:2]1[N:7]=[C:6]([C:8]2[O:9][CH:10]=[CH:11][CH:12]=2)[C:5]([C:13]2[CH:14]=[CH:15][C:16](=[O:19])[NH:17][CH:18]=2)=[C:4]([C:20]2[O:21][CH:22]=[CH:23][CH:24]=2)[N:3]=1.I[CH2:26][CH2:27][CH2:28][OH:29]>>[NH2:1][C:2]1[N:3]=[C:4]([C:20]2[O:21][CH:22]=[CH:23][CH:24]=2)[C:5]([C:13]2[CH:14]=[CH:15][C:16](=[O:19])[N:17]([CH2:26][CH2:27][CH2:28][OH:29])[CH:18]=2)=[C:6]([C:8]2[O:9][CH:10]=[CH:11][CH:12]=2)[N:7]=1. Procedure details: The title compound was synthesized in a similar manner to Example 66 using 5-[2-amino-4,6-di(2-furyl)-5-pyrimidinyl]-1,2-dihydro-2-pyridinone and 3-iodopropanol. Reactants: CC(=O)Cl, CN(C)c1ccncc1, CCOC(C)=O, Nc1nc2ccc(Oc3ccc(Cl)c(NC(=O)C(F)(F)F)c3)nc2s1, c1ccncc1. Product: CC(=O)Nc1nc2ccc(Oc3ccc(Cl)c(NC(=O)C(F)(F)F)c3)nc2s1. RXN SMILES: [CH3:26][C:27]([Cl:28])=[O:29].[CH3:30][N:31]([CH3:32])[c:33]1[cH:34][cH:35][n:36][cH:37][cH:38]1.[CH3:45][CH2:46][O:47][C:48](=[O:49])[CH3:50].[NH2:1][c:2]1[s:3][c:4]2[n:5][c:6]([O:11][c:12]3[cH:13][cH:14][c:15]([Cl:25])[c:16]([NH:18][C:19]([C:20]([F:21])([F:22])[F:23])=[O:24])[cH:17]3)[cH:7][cH:8][c:9]2[n:10]1.[cH:39]1[cH:40][cH:41][n:42][cH:43][cH:44]1>>[NH:1]([c:2]1[s:3][c:4]2[n:5][c:6]([O:11][c:12]3[cH:13][cH:14][c:15]([Cl:25])[c:16]([NH:18][C:19]([C:20]([F:21])([F:22])[F:23])=[O:24])[cH:17]3)[cH:7][cH:8][c:9]2[n:10]1)[C:27]([CH3:26])=[O:29].